Task: describe an organic reaction: reactants, conditions, products, and yield. Dataset: the Open Reaction Database (ORD), a public repository of structured organic reaction records Starting materials: FC1CNCC1CNC1CC1, O=C(O)c1cn(C2CC2F)c2nc(Cl)c(F)cc2c1=O. Product: O=C(O)c1cn(C2CC2F)c2nc(N3CC(F)C(CNC4CC4)C3)c(F)cc2c1=O. As a reaction SMILES: [CH:21]1([NH:24][CH2:25][CH:26]2[CH2:27][NH:28][CH2:29][CH:30]2[F:31])[CH2:22][CH2:23]1.[Cl:1][c:2]1[c:3]([F:20])[cH:4][c:5]2[c:6](=[O:19])[c:7]([C:16](=[O:17])[OH:18])[cH:8][n:9]([CH:12]3[CH:13]([F:15])[CH2:14]3)[c:10]2[n:11]1>>[c:2]1([N:28]2[CH2:27][CH:26]([CH2:25][NH:24][CH:21]3[CH2:22][CH2:23]3)[CH:30]([F:31])[CH2:29]2)[c:3]([F:20])[cH:4][c:5]2[c:6](=[O:19])[c:7]([C:16](=[O:17])[OH:18])[cH:8][n:9]([CH:12]3[CH:13]([F:15])[CH2:14]3)[c:10]2[n:11]1. Reaction SMILES: [CH2:19]([CH3:20])[O:21][C:22]([CH2:23][O:24][CH2:25][CH:26]=[CH:27][CH2:28][Cl:29])=[O:30].[CH2:3]([CH3:4])[O:5][CH:6]([CH3:7])[O:8][CH2:9][CH:10]1[CH2:11][CH2:12][CH2:13][C:14](=[O:16])[NH:15]1.[H-:1].[I-:18].[K+:17].[Na+:2].[O:31]=[CH:32][N:33]([CH3:34])[CH3:35]>>[CH2:3]([CH3:4])[O:5][CH:6]([CH3:7])[O:8][CH2:9][CH:10]1[CH2:11][CH2:12][CH2:13][C:14](=[O:16])[N:15]1[CH2:28][CH:27]=[CH:26][CH2:25][O:24][CH2:23][C:22]([O:21][CH2:19][CH3:20])=[O:30]. Product: CCOC(=O)COCC=CCN1C(=O)CCCC1COC(C)OCC. Starting materials: CCOC(=O)COCC=CCCl, CCOC(C)OCC1CCCC(=O)N1, [H-], [I-], [K+], [Na+], CN(C)C=O. Starting materials: C=CCc1c(O)c(OC)cc2ncnc(Nc3cccc(Br)c3)c12, CI, CC(C)=O, [K+], [K+], O=C([O-])[O-]. Product: C=CCc1c(OC)c(OC)cc2ncnc(Nc3cccc(Br)c3)c12. As a reaction SMILES: [CH2:1]([CH:2]=[CH2:3])[c:4]1[c:5]2[c:6]([NH:17][c:18]3[cH:19][c:20]([Br:24])[cH:21][cH:22][cH:23]3)[n:7][cH:8][n:9][c:10]2[cH:11][c:12]([O:15][CH3:16])[c:13]1[OH:14].[CH3:31][I:32].[CH3:33][C:34](=[O:35])[CH3:36].[K+:25].[K+:26].[O-:27][C:28]([O-:29])=[O:30]>>[CH2:1]([CH:2]=[CH2:3])[c:4]1[c:5]2[c:6]([NH:17][c:18]3[cH:19][c:20]([Br:24])[cH:21][cH:22][cH:23]3)[n:7][cH:8][n:9][c:10]2[cH:11][c:12]([O:15][CH3:16])[c:13]1[O:14][CH3:28]. Starting materials: C1(=CC=CC=C1)OC (anisole), ClC1=C(C=C(C=C1N1CCC(CC1)NC1CC(C1)(F)F)C#N)NC1=NN2C(C(=N1)N(CC1=CC=C(C=C1)OC)C1CC1)=NC=C2C#N (2-((2-chloro-5-cyano-3-(4-((3,3-difluorocyclobutyl)amino)piperidin-1-yl)phenyl)amino)-4-(cyclopropyl(4-methoxybenzyl)amino)imidazo[2,1-f][1,2,4]triazine-7-carbonitrile), FC(C(=O)O)(F)F (trifluoroacetic acid). Run in ClCCl (dichloromethane). Reaction conditions: time 2 day. Product: ClC1=C(C=C(C=C1N1CCC(CC1)NC1CC(C1)(F)F)C#N)NC1=NN2C(C(=N1)NC1CC1)=NC=C2C#N (2-((2-chloro-5-cyano-3-(4-((3,3-difluorocyclobutyl)amino)piperidin-1-yl)phenyl)amino)-4-(cyclopropylamino)imidazo[2,1-f][1,2,4]triazine-7-carbonitrile). Yield: 11.9%. As a reaction SMILES: [Cl:1][C:2]1[C:7]([N:8]2[CH2:13][CH2:12][CH:11]([NH:14][CH:15]3[CH2:18][C:17]([F:20])([F:19])[CH2:16]3)[CH2:10][CH2:9]2)=[CH:6][C:5]([C:21]#[N:22])=[CH:4][C:3]=1[NH:23][C:24]1[N:29]=[C:28]([N:30]([CH:40]2[CH2:42][CH2:41]2)CC2C=CC(OC)=CC=2)[C:27]2=[N:43][CH:44]=[C:45]([C:46]#[N:47])[N:26]2[N:25]=1.C1(OC)C=CC=CC=1.FC(F)(F)C(O)=O>ClCCl>[Cl:1][C:2]1[C:7]([N:8]2[CH2:13][CH2:12][CH:11]([NH:14][CH:15]3[CH2:16][C:17]([F:20])([F:19])[CH2:18]3)[CH2:10][CH2:9]2)=[CH:6][C:5]([C:21]#[N:22])=[CH:4][C:3]=1[NH:23][C:24]1[N:29]=[C:28]([NH:30][CH:40]2[CH2:41][CH2:42]2)[C:27]2=[N:43][CH:44]=[C:45]([C:46]#[N:47])[N:26]2[N:25]=1. Reported procedure: To a round bottom flask charged with 2-((2-chloro-5-cyano-3-(4-((3,3-difluorocyclobutyl)amino)piperidin-1-yl)phenyl)amino)-4-(cyclopropyl(4-methoxybenzyl)amino)imidazo[2,1-f][1,2,4]triazine-7-carbonitrile (34.9 mg, 0.053 mmol) in dichloromethane (530 μl) was added anisole (116 μl, 1.060 mmol), followed by the slow addition of trifluoroacetic acid (408 μl, 5.30 mmol). The reaction mixture was stirred at room temperature 2 d. Excess TFA was removed in vacuo. The crude residue was taken up in MeOH ... Starting materials: CC(C)(C)c1nc(C2CC2)cc(N2CCN(CCCCl)CC2)n1, Cc1nnc(S)s1, CN(C)C=O, [I-], [Li+], [Na+], [OH-]. Product: Cc1nnc(SCCCN2CCN(c3cc(C4CC4)nc(C(C)(C)C)n3)CC2)s1. As a reaction SMILES: [C:12]([CH3:13])([CH3:14])([CH3:15])[c:16]1[n:17][c:18]([CH:32]2[CH2:33][CH2:34]2)[cH:19][c:20]([N:22]2[CH2:23][CH2:24][N:25]([CH2:28][CH2:29][CH2:30][Cl:31])[CH2:26][CH2:27]2)[n:21]1.[CH3:1][c:2]1[n:3][n:4][c:5]([SH:7])[s:6]1.[CH3:35][N:36]([CH3:37])[CH:38]=[O:39].[I-:11].[Li+:8].[Na+:10].[OH-:9]>>[CH3:1][c:2]1[n:3][n:4][c:5]([S:7][CH2:30][CH2:29][CH2:28][N:25]2[CH2:24][CH2:23][N:22]([c:20]3[cH:19][c:18]([CH:32]4[CH2:33][CH2:34]4)[n:17][c:16]([C:12]([CH3:13])([CH3:14])[CH3:15])[n:21]3)[CH2:27][CH2:26]2)[s:6]1. Reactants: O (Water), OC1=C(C(=O)OC)C=CC(=C1)OCCCCCCCC (methyl 2-hydroxy-4-octyloxybenzoate), C([O-])([O-])=O.[K+].[K+] (potassium carbonate), C(=CCC)Br (butenyl bromide). Run in CC(CC)=O (2-butanone). The product is C(=CCC)OC1=C(C(=O)OC)C=CC(=C1)OCCCCCCCC (methyl 2-butenyloxy-4-octyloxybenzoate). Isolated yield 89.9%. Reaction SMILES: [OH:1][C:2]1[CH:11]=[C:10]([O:12][CH2:13][CH2:14][CH2:15][CH2:16][CH2:17][CH2:18][CH2:19][CH3:20])[CH:9]=[CH:8][C:3]=1[C:4]([O:6][CH3:7])=[O:5].C(=O)([O-])[O-].[K+].[K+].[CH:27](Br)=[CH:28][CH2:29][CH3:30].O>CC(=O)CC>[CH:27]([O:1][C:2]1[CH:11]=[C:10]([O:12][CH2:13][CH2:14][CH2:15][CH2:16][CH2:17][CH2:18][CH2:19][CH3:20])[CH:9]=[CH:8][C:3]=1[C:4]([O:6][CH3:7])=[O:5])=[CH:28][CH2:29][CH3:30] |f:1.2.3|. Reported procedure: To a solution of 22.0 g (78.5 mmol) of the compound (29) and 65.0 g (471 retool) of potassium carbonate mixed in 300 ml of 2-butanone were added 32.0 g (236 mmol) of butenyl bromide and the whole was refluxed for 18 hours. Water was added to the solution and the whole was extracted with ethyl acetate. After removal of the solvent by distillation, the residue was purified by silica gel column chromatography to obtain 23.6 g of methyl 2-butenyloxy-4-octyloxybenzoate as a colorless clear liquid (yi... Starting materials: C(\C=C\C(=O)O)(=O)O (fumaric acid), ClC1=CC(=C(C#N)C=C1)OC1=CC(=CC=C1)C=O (4-Chloro-2-(3-formylphenoxy)benzonitrile), N1CCCC1 (pyrrolidine), C(#N)[BH3-].[Na+] (sodium cyanoborohydride). Run in C(C)(=O)O.CO (acetic acid methanol). Product: C(\C=C\C(=O)O)(=O)O.ClC1=CC(=C(C#N)C=C1)OC1=CC(=CC=C1)CN1CCCC1 (4-chloro-2-[3-(pyrrolidin-1-ylmethyl)phenoxy]benzonitrile fumarate). Isolated yield 35.0%. As a reaction SMILES: [Cl:1][C:2]1[CH:9]=[CH:8][C:5]([C:6]#[N:7])=[C:4]([O:10][C:11]2[CH:16]=[CH:15][CH:14]=[C:13]([CH:17]=O)[CH:12]=2)[CH:3]=1.[NH:19]1[CH2:23][CH2:22][CH2:21][CH2:20]1.C([BH3-])#N.[Na+].[C:28]([OH:35])(=[O:34])/[CH:29]=[CH:30]/[C:31]([OH:33])=[O:32]>C(O)(=O)C.CO>[C:28]([OH:35])(=[O:34])/[CH:29]=[CH:30]/[C:31]([OH:33])=[O:32].[Cl:1][C:2]1[CH:9]=[CH:8][C:5]([C:6]#[N:7])=[C:4]([O:10][C:11]2[CH:16]=[CH:15][CH:14]=[C:13]([CH2:17][N:19]3[CH2:23][CH2:22][CH2:21][CH2:20]3)[CH:12]=2)[CH:3]=1 |f:2.3,5.6,7.8|. Procedure: 4-Chloro-2-(3-formylphenoxy)benzonitrile (0.20 g, 0.78 mmol), pyrrolidine (0.14 mL, 0.12 g, 1.7 mmol) and sodium cyanoborohydride (60 mg, 0.96 mmol) were stirred at ambient temperature in a 1% acetic acid/methanol solution (20 mL) for 5 days. The solvent was removed in vacuo. The residue was treated with 10% sodium carbonate solution and extracted with ethyl acetate. The ethyl acetate layer was separated and fumaric acid (0.10 g, 0.86 mmol) was added. After the solvent was removed in vacuo, the ... The reactants are [N+](=O)([O-])C1=CC=C(OC2=C3N=CN(C3=NC=N2)C2OCCCC2)C=C1 (6-(4-nitro-phenoxy)-9-(tetrahydro-pyran-2-yl)-9H-purine), PtS, C(=O)[O-].[NH4+] (ammonium formate). Solvent: C(C)O (ethanol). The product is O1C(CCCC1)N1C2=NC=NC(=C2N=C1)OC1=CC=C(C=C1)N (4-[9-(tetrahydro-pyran-2-yl)-9H-purin-6-yloxy]-phenylamine). RXN SMILES: [N+:1]([C:4]1[CH:25]=[CH:24][C:7]([O:8][C:9]2[N:17]=[CH:16][N:15]=[C:14]3[C:10]=2[N:11]=[CH:12][N:13]3[CH:18]2[CH2:23][CH2:22][CH2:21][CH2:20][O:19]2)=[CH:6][CH:5]=1)([O-])=O.C([O-])=O.[NH4+]>C(O)C>[O:19]1[CH2:20][CH2:21][CH2:22][CH2:23][CH:18]1[N:13]1[CH:12]=[N:11][C:10]2[C:14]1=[N:15][CH:16]=[N:17][C:9]=2[O:8][C:7]1[CH:24]=[CH:25][C:4]([NH2:1])=[CH:5][CH:6]=1 |f:1.2|. Reported procedure: To a round bottom flask equipped with a magnetic stir bar was added 6-(4-nitro-phenoxy)-9-(tetrahydro-pyran-2-yl)-9H-purine (4 g, 12.86 mmol, 1.0 eq.), 5% PtS (20% by weight, 800 mg), ammonium formate (3.2 g, 51.44 eq), and ethanol (100 ml). The reaction was stirred at reflux for 30 min upon which the reaction was filtered hot through celite. Removal of the ethanol was followed by the addition of 1N HCl, which was further washed twice with DCM (50 ml). The aqueous layer was basified and extracte...